Dataset: the Open Reaction Database (ORD), a public repository of structured organic reaction records. Task: describe an organic reaction: reactants, conditions, products, and yield The reactants are OCCCOCC(F)(F)c1ccccc1, O=CCCOCCCCc1ccccc1. Yields the product O=CCCOCC(F)(F)c1ccccc1. Reaction SMILES: [F:1][C:2]([CH2:3][O:4][CH2:5][CH2:6][CH2:7][OH:8])([c:9]1[cH:10][cH:11][cH:12][cH:13][cH:14]1)[F:15].[c:16]1([CH2:17][CH2:18][CH2:19][CH2:20][O:21][CH2:22][CH2:23][CH:24]=[O:25])[cH:26][cH:27][cH:28][cH:29][cH:30]1>>[F:1][C:2]([CH2:3][O:4][CH2:5][CH2:6][CH:7]=[O:8])([c:9]1[cH:10][cH:11][cH:12][cH:13][cH:14]1)[F:15].